From a dataset of the Open Reaction Database (ORD), a public repository of structured organic reaction records. describe an organic reaction: reactants, conditions, products, and yield Reactants: C(C1=CC=CC=C1)OC=1C=C(C=CC1OCC1=CC=CC=C1)CC=O (3,4-dibenzyloxyphenylacetaldehyde), C(CCCCCCC)[Mg]Br (n-octylmagnesium bromide). Run in CCOCC (ether). The product is [Mg] (magnesium), C(CCCCCCC)Br (n-octyl bromide). Reaction SMILES: C(O[C:9]1[CH:10]=[C:11]([CH2:23][CH:24]=O)[CH:12]=[CH:13][C:14]=1OCC1C=CC=CC=1)C1C=CC=CC=1.C([Mg:34][Br:35])CCCCCCC>CCOCC>[Mg:34].[CH2:10]([Br:35])[CH2:9][CH2:14][CH2:13][CH2:12][CH2:11][CH2:23][CH3:24]. Procedure: After gradually adding 0.5 g of 3,4-dibenzyloxyphenylacetaldehyde to 10 mg of an ether solution of n-octylmagnesium bromide obtained from 0.12 g of magnesium and 0.97 g of n-octyl bromide, the mixture was stirred for 30 minutes at room temperature. To the reaction mixture thus obtained was added 10 ml of an aqueous 5% hydrochloric acid solution and after stirring the mixture, the ether layer was collected. The ether solution was washed with water, dried over anhydrous magnesium sulfate, and conc... The reactants are OC1=CC2=C(N=C(O2)N2CCC(CC2)OC[C@H](C)NC(OC(C)(C)C)=O)C=C1 (tert-butyl [(1S)-2-{[1-(6-hydroxy-1,3-benzoxazol-2-yl)piperidin-4-yl]oxy}-1-methylethyl]carbamate), C([O-])([O-])=O.[Cs+].[Cs+] (cesium carbonate), BrC1CCC1 (bromocyclobutane). Run in CN(C)C=O (DMF), C(C)(=O)OCC (ethyl acetate). Reaction conditions: temperature 60 celsius, time 3 hour. Yields the product C1(CCC1)OC1=CC2=C(N=C(O2)N2CCC(CC2)OC[C@H](C)NC(OC(C)(C)C)=O)C=C1 (tert-butyl [(1S)-2-({1-[6-(cyclobutyloxy)-1,3-benzoxazol-2-yl]piperidin-4-yl}oxy)-1-methylethyl]carbamate). Yield: 66.4%. Reaction SMILES: [OH:1][C:2]1[CH:28]=[CH:27][C:5]2[N:6]=[C:7]([N:9]3[CH2:14][CH2:13][CH:12]([O:15][CH2:16][C@@H:17]([NH:19][C:20](=[O:26])[O:21][C:22]([CH3:25])([CH3:24])[CH3:23])[CH3:18])[CH2:11][CH2:10]3)[O:8][C:4]=2[CH:3]=1.C(=O)([O-])[O-].[Cs+].[Cs+].Br[CH:36]1[CH2:39][CH2:38][CH2:37]1>CN(C=O)C.C(OCC)(=O)C>[CH:36]1([O:1][C:2]2[CH:28]=[CH:27][C:5]3[N:6]=[C:7]([N:9]4[CH2:10][CH2:11][CH:12]([O:15][CH2:16][C@@H:17]([NH:19][C:20](=[O:26])[O:21][C:22]([CH3:24])([CH3:23])[CH3:25])[CH3:18])[CH2:13][CH2:14]4)[O:8][C:4]=3[CH:3]=2)[CH2:39][CH2:38][CH2:37]1 |f:1.2.3|. Procedure details: To a solution of tert-butyl [(1S)-2-{[1-(6-hydroxy-1,3-benzoxazol-2-yl)piperidin-4-yl]oxy}-1-methylethyl]carbamate (500 mg) in DMF (5 mL) were added cesium carbonate (1.7 g) and bromocyclobutane (265 mg), and the mixture was stirred at room temperature for 15 hr and at 60° C. for 3 hr. The reaction mixture was diluted with ethyl acetate, washed with saturated brine, and dried over anhydrous magnesium sulfate. The solvent was evaporated under reduced pressure, and the obtained residue was purifie... Starting materials: CCOC(=O)Cc1ccc(O)c(Br)c1, CO, ClCCl, O=S(=O)(Cl)Cl. Product: CCOC(=O)Cc1cc(Cl)c(O)c(Br)c1. RXN SMILES: [Br:1][c:2]1[cH:3][c:4]([CH2:9][C:10](=[O:11])[O:12][CH2:13][CH3:14])[cH:5][cH:6][c:7]1[OH:8].[CH3:15][OH:16].[Cl:22][CH2:23][Cl:24].[S:17]([Cl:18])(=[O:19])([Cl:20])=[O:21]>>[Br:1][c:2]1[cH:3][c:4]([CH2:9][C:10](=[O:11])[O:12][CH2:13][CH3:14])[cH:5][c:6]([Cl:20])[c:7]1[OH:8]. Starting materials: COC(=O)C1CC2CN(C(=O)OC(C)(C)C)CC(C1)C2=O, [BH3-]C#N, C1CCOC1, [Na+], Cc1ccc(S(=O)(=O)NN)cc1. The product is COC(=O)C1CC2CC(C1)CN(C(=O)OC(C)(C)C)C2. Reaction SMILES: [C:1]([CH3:2])([CH3:3])([CH3:4])[O:5][C:6](=[O:7])[N:8]1[CH2:9][CH:10]2[CH2:11][CH:12]([C:18](=[O:19])[O:20][CH3:21])[CH2:13][CH:14]([CH2:15]1)[C:16]2=[O:17].[C:34]([BH3-:35])#[N:36].[CH2:38]1[O:39][CH2:40][CH2:41][CH2:42]1.[Na+:37].[S:22]([NH:23][NH2:24])([c:25]1[cH:26][cH:27][c:28]([CH3:29])[cH:30][cH:31]1)(=[O:32])=[O:33]>>[C:1]([CH3:2])([CH3:3])([CH3:4])[O:5][C:6](=[O:7])[N:8]1[CH2:9][CH:10]2[CH2:11][CH:12]([C:18](=[O:19])[O:20][CH3:21])[CH2:13][CH:14]([CH2:15]1)[CH2:16]2. The reactants are O=C([O-])[O-], O=C(NCC1CN(c2ccc(NS(=O)(=O)CCCCl)cc2)C(=O)O1)c1ccc(Cl)s1, ClCCl, [K+], [K+], CN(C)C=O. Yields the product O=C(NCC1CN(c2ccc(N3CCCS3(=O)=O)cc2)C(=O)O1)c1ccc(Cl)s1. RXN SMILES: [C:31](=[O:32])([O-:33])[O-:34].[Cl:1][c:2]1[cH:3][cH:4][c:5]([C:7](=[O:8])[NH:9][CH2:10][CH:11]2[CH2:12][N:13]([c:17]3[cH:18][cH:19][c:20]([NH:23][S:24](=[O:25])(=[O:26])[CH2:27][CH2:28][CH2:29][Cl:30])[cH:21][cH:22]3)[C:14](=[O:16])[O:15]2)[s:6]1.[Cl:42][CH2:43][Cl:44].[K+:35].[K+:36].[O:37]=[CH:38][N:39]([CH3:40])[CH3:41]>>[Cl:1][c:2]1[cH:3][cH:4][c:5]([C:7](=[O:8])[NH:9][CH2:10][CH:11]2[CH2:12][N:13]([c:17]3[cH:18][cH:19][c:20]([N:23]4[S:24](=[O:25])(=[O:26])[CH2:27][CH2:28][CH2:29]4)[cH:21][cH:22]3)[C:14](=[O:16])[O:15]2)[s:6]1.